Task: describe an organic reaction: reactants, conditions, products, and yield. Dataset: the Open Reaction Database (ORD), a public repository of structured organic reaction records Starting materials: C(CC)C1=CC=C(C=C1)C#C (4-propyl-1-ethynylbenzene), BrC1=CC2=CC=C(C(=C2C=C1)F)OC(F)(F)F (2-bromo-5-fluoro-6-trifluoromethoxynaphthalene), C1(=CC=CC=C1)C (toluene). The reagents and catalysts are [Cu](I)I (copper iodide), C=1C=CC(=CC1)[P](C=2C=CC=CC2)(C=3C=CC=CC3)[Pd]([P](C=4C=CC=CC4)(C=5C=CC=CC5)C=6C=CC=CC6)([P](C=7C=CC=CC7)(C=8C=CC=CC8)C=9C=CC=CC9)[P](C=1C=CC=CC1)(C=1C=CC=CC1)C=1C=CC=CC1 (tetrakis(triphenylphosphine)palladium). Solvent: CN(C=O)C (N,N-dimethylformamide). Conditions: time 5 hour. Product: FC1=C(C=CC2=CC(=CC=C12)C#CC1=CC=C(C=C1)CCC)OC(F)(F)F (1-fluoro-2-trifluoromethoxy-6-[(4-propylphenyl)ethynyl]naphthalene). The yield is 36.6%. RXN SMILES: [CH2:1]([C:4]1[CH:9]=[CH:8][C:7]([C:10]#[CH:11])=[CH:6][CH:5]=1)[CH2:2][CH3:3].Br[C:13]1[CH:22]=[CH:21][C:20]2[C:15](=[CH:16][CH:17]=[C:18]([O:24][C:25]([F:28])([F:27])[F:26])[C:19]=2[F:23])[CH:14]=1.C1(C)C=CC=CC=1>CN(C)C=O.[Cu](I)I.C1C=CC([P]([Pd]([P](C2C=CC=CC=2)(C2C=CC=CC=2)C2C=CC=CC=2)([P](C2C=CC=CC=2)(C2C=CC=CC=2)C2C=CC=CC=2)[P](C2C=CC=CC=2)(C2C=CC=CC=2)C2C=CC=CC=2)(C2C=CC=CC=2)C2C=CC=CC=2)=CC=1>[F:23][C:19]1[C:20]2[C:15](=[CH:14][C:13]([C:11]#[C:10][C:7]3[CH:8]=[CH:9][C:4]([CH2:1][CH2:2][CH3:3])=[CH:5][CH:6]=3)=[CH:22][CH:21]=2)[CH:16]=[CH:17][C:18]=1[O:24][C:25]([F:28])([F:27])[F:26] |^1:47,49,68,87|. Reported procedure: 10 g of 4-propyl-1-ethynylbenzene and 19.5 g of 2-bromo-5-fluoro-6-trifluoromethoxynaphthalene were dissolved in 50 ml of N,N-dimethylformamide (DMF). To the solution wore then added 50 mg of copper iodide (I) and 100 mg of tetrakis(triphenylphosphine)palladium (0). The reaction mixture was then stirred at room temperature for 5 hours. To the reaction solution was then added toluene. Insoluble matters were removed by filtration. The residue was then washed with water and saturated brine. The sol... Starting materials: ClC1=CC=C(N=N1)C(=O)N1CCN(CC1)C1=NC=C(C=C1C)C1CC1 ((6-chloropyridazin-3-yl)[4-(5-cyclopropyl-3-methylpyridin-2-yl)piperazin-1-yl]methanone), O1C(NCC1)=O (oxazolidin-2-one). Reported procedure: Using (6-chloropyridazin-3-yl)[4-(5-cyclopropyl-3-methylpyridin-2-yl)piperazin-1-yl]methanone (107 mg) described in Preparation Example 233 and oxazolidin-2-one (26 mg) and by the reaction and treatment in the same manner as in Example 1, the title compound (52 mg) was obtained. Isolated yield 42.6%. The product is C1(CC1)C=1C=C(C(=NC1)N1CCN(CC1)C(=O)C1=CC=C(N=N1)N1C(OCC1)=O)C (3-{6-[4-(5-cyclopropyl-3-methylpyridin-2-yl)piperazine-1-carbonyl]pyridazin-3-yl}oxazolidin-2-one). As a reaction SMILES: Cl[C:2]1[N:7]=[N:6][C:5]([C:8]([N:10]2[CH2:15][CH2:14][N:13]([C:16]3[C:21]([CH3:22])=[CH:20][C:19]([CH:23]4[CH2:25][CH2:24]4)=[CH:18][N:17]=3)[CH2:12][CH2:11]2)=[O:9])=[CH:4][CH:3]=1.[O:26]1[CH2:30][CH2:29][NH:28][C:27]1=[O:31]>>[CH:23]1([C:19]2[CH:20]=[C:21]([CH3:22])[C:16]([N:13]3[CH2:14][CH2:15][N:10]([C:8]([C:5]4[N:6]=[N:7][C:2]([N:28]5[CH2:29][CH2:30][O:26][C:27]5=[O:31])=[CH:3][CH:4]=4)=[O:9])[CH2:11][CH2:12]3)=[N:17][CH:18]=2)[CH2:25][CH2:24]1. Reactants: CCCCOC(=O)N=C(NC(=O)c1ccccc1)SC, COc1ccccc1, O=C(O)C(F)(F)F. The product is CSC(=N)NC(=O)c1ccccc1. Reaction SMILES: [C:1]([c:2]1[cH:3][cH:4][cH:5][cH:6][cH:7]1)(=[O:8])[NH:9][C:10]([S:11][CH3:12])=[N:13][C:14]([O:15][CH2:16][CH2:17][CH2:18][CH3:19])=[O:20].[CH3:21][O:22][c:23]1[cH:24][cH:25][cH:26][cH:27][cH:28]1.[F:29][C:30]([F:31])([F:32])[C:33]([OH:34])=[O:35]>>[C:1]([c:2]1[cH:3][cH:4][cH:5][cH:6][cH:7]1)(=[O:8])[NH:9][C:10]([S:11][CH3:12])=[NH:13]. Reactants: N (NH3), Cl.NNC(=O)N (semicarbazide hydrochloride), C=1(C(=CC=CC1)S(=O)(=O)O)C (toluene sulfonic acid). The solvent is CO (methanol). Reaction conditions: time 1 hour. Product: S(=O)(=O)(O)C1=CC=C(C)C=C1.NNC(=O)N (semicarbazide tosylate). RXN SMILES: N.Cl.[NH2:3][NH:4][C:5]([NH2:7])=[O:6].[C:8]1(C)[C:9]([S:14]([OH:17])(=[O:16])=[O:15])=[CH:10][CH:11]=[CH:12][CH:13]=1>CO>[S:14]([C:9]1[CH:8]=[CH:13][C:12]([CH3:5])=[CH:11][CH:10]=1)([OH:17])(=[O:15])=[O:16].[NH2:3][NH:4][C:5]([NH2:7])=[O:6] |f:1.2,5.6|. Procedure: At room temperature, NH3 (20 mL, 135 mmol, 7N in methanol) was added subsurface via syringe to a stirred slurry of semicarbazide hydrochloride (10.0 g, 90 mmol) in methanol (75 mL). After one hour, the solution was filtered to remove ammonium chloride. The filtrate was diluted with ethyl acetate (150 mL) and the resulting solution was concentrated to ˜300 mL by a reduced pressure distillation. The solution was filtered and treated with toluene sulfonic acid (17.1 g, 90 mmol). Upon acid addition,...